From a dataset of the Open Reaction Database (ORD), a public repository of structured organic reaction records. describe an organic reaction: reactants, conditions, products, and yield The reactants are C(C)(=O)O[BH-](OC(C)=O)OC(C)=O.[Na+] (sodium triacetoxyborohydride), C(Cl)Cl (DCM), C1(CCCC1)OC([C@H](C1=CC=CC=C1)N(C(=O)OC(C)(C)C)CC1=CC(=CC=C1)N)=O ((S)-[(3-Amino-benzyl)-tert-butoxycarbonyl-amino]-phenyl-acetic acid cyclopentyl ester), C(C(C)C)OC(C)ONC(=O)C1=CC2=C(S1)C=C(C=C2)C=O (6-Formyl-benzo[b]thiophene-2-carboxylic acid (1-isobutoxy-ethoxy)-amide). Reagents/catalysts: C(C)(=O)O (acetic acid). Run in ClCCCl (DCE). Conditions: time 2 hour. Product: C1(CCCC1)OC([C@H](C1=CC=CC=C1)N(CC1=CC(=CC=C1)NCC=1C=CC2=C(SC(=C2)C(NOC(C)OCC(C)C)=O)C1)C(=O)OC(C)(C)C)=O ((S)-[tert-Butoxycarbonyl-(3-{[2-(1-isobutoxy-ethoxycarbamoyl)-benzo[b]-thiophen-6-ylmethyl]-amino}-benzyl)-amino]-phenyl-acetic acid cyclopentyl ester). Isolated yield 72.9%. Reaction SMILES: [CH:1]1([O:6][C:7](=[O:31])[C@@H:8]([N:15]([CH2:23][C:24]2[CH:29]=[CH:28][CH:27]=[C:26]([NH2:30])[CH:25]=2)[C:16]([O:18][C:19]([CH3:22])([CH3:21])[CH3:20])=[O:17])[C:9]2[CH:14]=[CH:13][CH:12]=[CH:11][CH:10]=2)[CH2:5][CH2:4][CH2:3][CH2:2]1.[CH2:32]([O:36][CH:37]([O:39][NH:40][C:41]([C:43]1[S:47][C:46]2[CH:48]=[C:49]([CH:52]=O)[CH:50]=[CH:51][C:45]=2[CH:44]=1)=[O:42])[CH3:38])[CH:33]([CH3:35])[CH3:34].C(O[BH-](OC(=O)C)OC(=O)C)(=O)C.[Na+].C(Cl)Cl>ClCCCl.C(O)(=O)C>[CH:1]1([O:6][C:7](=[O:31])[C@@H:8]([N:15]([C:16]([O:18][C:19]([CH3:22])([CH3:21])[CH3:20])=[O:17])[CH2:23][C:24]2[CH:29]=[CH:28][CH:27]=[C:26]([NH:30][CH2:52][C:49]3[CH:50]=[CH:51][C:45]4[CH:44]=[C:43]([C:41](=[O:42])[NH:40][O:39][CH:37]([O:36][CH2:32][CH:33]([CH3:34])[CH3:35])[CH3:38])[S:47][C:46]=4[CH:48]=3)[CH:25]=2)[C:9]2[CH:14]=[CH:13][CH:12]=[CH:11][CH:10]=2)[CH2:5][CH2:4][CH2:3][CH2:2]1 |f:2.3|. Procedure details: To (S)-[(3-Amino-benzyl)-tert-butoxycarbonyl-amino]-phenyl-acetic acid cyclopentyl ester (0.317 g, 0.75 mmol) was added 6-Formyl-benzo[b]thiophene-2-carboxylic acid (1-isobutoxy-ethoxy)-amide (Scheme 7) (0.210 g, 0.65 mmol) in DCE (8 ml). 2 drops of glacial acetic acid were added, and then sodium triacetoxyborohydride (0.170 g, 0.8 mmol). The mixture was stirred for 2 h and then poured into DCM (150 ml). The solution was washed with saturated sodium bicarbonate (50 ml), then dried (MgSO4), conce... Reactants: COC1=NC(=NC(=C1)OC)OC1=C(C=NO)C=CC=C1 (2-(4,6-dimethoxy-2-pyrimidinyloxy)benzaldoxime), ClC=1C=C(C=CCBr)C=CC1 (3-chlorocinnamyl bromide). RXN SMILES: [CH3:1][O:2][C:3]1[CH:8]=[C:7]([O:9][CH3:10])[N:6]=[C:5]([O:11][C:12]2[CH:20]=[CH:19][CH:18]=[CH:17][C:13]=2[CH:14]=[N:15][OH:16])[N:4]=1.[Cl:21][C:22]1[CH:23]=[C:24]([CH:29]=[CH:30][CH:31]=1)[CH:25]=[CH:26][CH2:27]Br>CC(C)=O.C(=O)([O-])[O-].[K+].[K+]>[Cl:21][C:22]1[CH:23]=[C:24]([CH:29]=[CH:30][CH:31]=1)[CH:25]=[CH:26][CH2:27][O:16][N:15]=[CH:14][C:13]1[CH:17]=[CH:18][CH:19]=[CH:20][C:12]=1[O:11][C:5]1[N:6]=[C:7]([O:9][CH3:10])[CH:8]=[C:3]([O:2][CH3:1])[N:4]=1 |f:3.4.5|. The solvent is CC(=O)C (acetone), C([O-])([O-])=O.[K+].[K+] (potassium carbonate). The yield is 61.5%. Procedure: 5.5 g of 2-(4,6-dimethoxy-2-pyrimidinyloxy)benzaldoxime and 4.6 g of 3-chlorocinnamyl bromide were dissolved in 30 ml of dry acetone containing 2.7 g of anhydrous potassium carbonate. The solution was heated for 5 hours under stirring and reflux. After the reaction mixture was allowed to cool down, the acetone was distilled out under reduced pressure and the resulting residue was dissolved in 200 ml of ethyl acetate. The ethyl acetate solution was washed with water and the organic layer was drie... Product: ClC=1C=C(C=CCON=CC2=C(C=CC=C2)OC2=NC(=CC(=N2)OC)OC)C=CC1 (O-(3-chlorocinnamyl)-2-(4,6-dimethoxy-2-pyrimidinyloxy)benzaldoxime). The reactants are C(C)(C)(C)OC(NC1=C(C=C(C(=C1)C)C(F)(F)F)N)=O ((2-amino-5-methyl-4-trifluoromethyl-phenyl)-carbamic acid tert-butyl ester), C(C)(C)(C)OC(CC(=O)C1=CC(=CC=C1)C1=CC(=NC=C1)N1CCOCC1)=O (3-[3-(2-morpholin-4-yl-pyridin-4-yl)-phenyl]-3-oxo-propionic acid tert-butyl ester). Product: C(C)(C)(C)OC(NC1=C(C=C(C(=C1)C)C(F)(F)F)NC(CC(=O)C1=CC(=CC=C1)C1=CC(=NC=C1)N1CCOCC1)=O)=O ((5-Methyl-2-{3-[3-(2-morpholin-4-yl-pyridin-4-yl)-phenyl]-3-oxo-propionylamino}-4-trifluoromethyl-phenyl)-carbamic acid tert-butyl ester), foam. Yield: 88.0%. RXN SMILES: [C:1]([O:5][C:6](=[O:20])[NH:7][C:8]1[CH:13]=[C:12]([CH3:14])[C:11]([C:15]([F:18])([F:17])[F:16])=[CH:10][C:9]=1[NH2:19])([CH3:4])([CH3:3])[CH3:2].C([O:25][C:26](=O)[CH2:27][C:28]([C:30]1[CH:35]=[CH:34][CH:33]=[C:32]([C:36]2[CH:41]=[CH:40][N:39]=[C:38]([N:42]3[CH2:47][CH2:46][O:45][CH2:44][CH2:43]3)[CH:37]=2)[CH:31]=1)=[O:29])(C)(C)C>>[C:1]([O:5][C:6](=[O:20])[NH:7][C:8]1[CH:13]=[C:12]([CH3:14])[C:11]([C:15]([F:18])([F:17])[F:16])=[CH:10][C:9]=1[NH:19][C:26](=[O:25])[CH2:27][C:28]([C:30]1[CH:35]=[CH:34][CH:33]=[C:32]([C:36]2[CH:41]=[CH:40][N:39]=[C:38]([N:42]3[CH2:43][CH2:44][O:45][CH2:46][CH2:47]3)[CH:37]=2)[CH:31]=1)=[O:29])([CH3:4])([CH3:2])[CH3:3]. Procedure: The title compound was prepared from (2-amino-5-methyl-4-trifluoromethyl-phenyl)-carbamic acid tert-butyl ester (Example J20) (218 mg, 0.75 mmol) and 3-[3-(2-morpholin-4-yl-pyridin-4-yl)-phenyl]-3-oxo-propionic acid tert-butyl ester (Example K62) (286 mg, 0.75 mmol) according to the general procedure M. Obtained as a light yellow foam (393 mg, 88%). Product: ClC1=C(C(=O)O)C=C(C(=C1)C)I (2-chloro-5-iodo-4-methylbenzoic acid). Reactants: CC1=CC(=C(C(=O)O)C=C1)Cl (4-methyl-2-chlorobenzoic acid), FC(F)(F)S(=O)(=O)O ((trifluoromethyl) sulfonic acid), IN1C(CCC1=O)=O (N-iodosuccinimide). Run at time 30 minute. RXN SMILES: [CH3:1][C:2]1[CH:10]=[CH:9][C:5]([C:6]([OH:8])=[O:7])=[C:4]([Cl:11])[CH:3]=1.FC(S(O)(=O)=O)(F)F.[I:20]N1C(=O)CCC1=O>ClCCl>[Cl:11][C:4]1[CH:3]=[C:2]([CH3:1])[C:10]([I:20])=[CH:9][C:5]=1[C:6]([OH:8])=[O:7]. Reported procedure: To a solution of 4-methyl-2-chlorobenzoic acid 1 (2.50 g, 14.7 mmol) and (trifluoromethyl) sulfonic acid (65.0 mL, 73.3 mmol) in dichloromethane (20 mL) at 0° C. was added N-iodosuccinimide (3.50 g, 15.4 mmol) portion wise over a period of 10 minutes. The mixture was stirred at room temperature for 30 minutes, quenched with ice, then water (60 mL) and extracted into EtOAc (100 mL). The layers were separated and the aqueous layer was washed with EtOAc (2×50 mL). The combined organic layers were w... Run in ClCCl (dichloromethane). Isolated yield 57.4%. Reactants: C1CCNC1, O=C=Nc1ccc(Cl)cc1Cl, c1ccccc1. Yields the product O=C(Nc1ccc(Cl)cc1Cl)N1CCCC1. RXN SMILES: [CH2:12]1[CH2:13][CH2:14][NH:15][CH2:16]1.[Cl:1][c:2]1[c:3]([N:9]=[C:10]=[O:11])[cH:4][cH:5][c:6]([Cl:8])[cH:7]1.[cH:17]1[cH:18][cH:19][cH:20][cH:21][cH:22]1>>[Cl:1][c:2]1[c:3]([NH:9][C:10](=[O:11])[N:15]2[CH2:14][CH2:13][CH2:12][CH2:16]2)[cH:4][cH:5][c:6]([Cl:8])[cH:7]1. Reactants: ClC1=CC(=NC=N1)C(=O)Cl (6-chloropyrimidine-4-carboxylic acid chloride), ice water, O=C1N=C2C=CC=CC2=C1 (2-oxoindole), [Cl-].[Cl-].[Cl-].[Al+3] (aluminium trichloride). Yields the product ClC1=CC(=NC=N1)C(=O)C=1C=C2CC(NC2=CC1)=O (5-(6-chloro-pyrimidine-4-carbonyl)-1,3-dihydro-indol-2-one). Reaction SMILES: [Cl:1][C:2]1[N:7]=[CH:6][N:5]=[C:4]([C:8](Cl)=[O:9])[CH:3]=1.[O:11]=[C:12]1[CH:20]=[C:19]2[C:14]([CH:15]=[CH:16][CH:17]=[CH:18]2)=[N:13]1.[Cl-].[Cl-].[Cl-].[Al+3]>>[Cl:1][C:2]1[N:7]=[CH:6][N:5]=[C:4]([C:8]([C:17]2[CH:18]=[C:19]3[C:14](=[CH:15][CH:16]=2)[NH:13][C:12](=[O:11])[CH2:20]3)=[O:9])[CH:3]=1 |f:2.3.4.5|. Procedure details: 3.93 g (22.2 mmol) 6-chloropyrimidine-4-carboxylic acid chloride, 2.96 g (22.2 mmol) 2-oxoindole and 14.8 g (111 mmol) aluminium trichloride were combined and heated for 3 h to 130° C. Then the mixture was mixed with ice water and extracted twice with EtOAc. The organic phases were combined, dried and evaporated down. The residue was triturated in DIPE, suction filtered, washed and dried. Reactants: NC(N)=NC=1SC=C(N1)C=1NC(C=CC1COC)=N (2-(diaminomethyleneamino)-4-[6-(imino)(methoxy)methylpyridin-2-yl]thiazole), N#CN (cyanamide), C(C)OCC (diethyl ether). Run in CO (methanol). Run at time 16 hour. Product: NC1=CC=C(C(=N1)C=1N=C(SC1)N=C(N)N)C=NC#N (4-[6-(amino)(cyanoimino)methylpyridin-2-yl]-2-(diaminomethyleneamino)thiazole). Yield: 73.9%. As a reaction SMILES: [NH2:1][C:2](=[N:4][C:5]1[S:6][CH:7]=[C:8]([C:10]2[NH:11][C:12](=[NH:19])[CH:13]=[CH:14][C:15]=2[CH2:16]OC)[N:9]=1)[NH2:3].[N:20]#[C:21][NH2:22].C(OCC)C>CO>[NH2:19][C:12]1[N:11]=[C:10]([C:8]2[N:9]=[C:5]([N:4]=[C:2]([NH2:3])[NH2:1])[S:6][CH:7]=2)[C:15]([CH:16]=[N:22][C:21]#[N:20])=[CH:14][CH:13]=1. Reported procedure: A mixture of 2-(diaminomethyleneamino)-4-[6-(imino)(methoxy)methylpyridin-2-yl]thiazole (4.0 g) and cyanamide (1.2 g) in methanol (80 ml) was stirred for 16 hours at ambient temperature. To the mixture was added a diethyl ether (80 ml) and isolated precipitate was collected by filtration. The precipitate was added to a mixture of ethyl acetate and water and adjusted to pH 9.5 with 20% aqueous potassium carbonate. The precipitate was collected by filtration and recrystallized from a mixture of N,...